Dataset: the Open Reaction Database (ORD), a public repository of structured organic reaction records. Task: describe an organic reaction: reactants, conditions, products, and yield Reactants: O=C([O-])[O-], CN(C)C=O, ClCc1ccccc1, [K+], [K+], Oc1ccc2ccccc2c1. The product is c1ccc(COc2ccc3ccccc3c2)cc1. As a reaction SMILES: [C:12](=[O:13])([O-:14])[O-:15].[CH3:26][N:27]([CH3:28])[CH:29]=[O:30].[Cl:18][CH2:19][c:20]1[cH:21][cH:22][cH:23][cH:24][cH:25]1.[K+:16].[K+:17].[cH:1]1[c:2]([OH:11])[cH:3][cH:4][c:5]2[cH:6][cH:7][cH:8][cH:9][c:10]12>>[cH:1]1[c:2]([O:11][CH2:19][c:20]2[cH:21][cH:22][cH:23][cH:24][cH:25]2)[cH:3][cH:4][c:5]2[cH:6][cH:7][cH:8][cH:9][c:10]12. Reactants: C([O-])([O-])=O.[K+].[K+] (potassium carbonate), C(#N)C1=C(C2=CC=CC=C2C=C1)C1=C(C=CC2=CC=CC=C12)P(=O)(C1=CC=CC=C1)C1=CC=CC=C1 ((+)-2-cyano-2′-diphenylphosphinyl-1,1′-binaphthyl), ( 4a ), aqueous solution, OO (hydrogen peroxide), resultant mixture. Solvent: CS(=O)C (Dimethylsulfoxide), O (water), CS(=O)C (dimethylsulfoxide). Reaction conditions: time 15 hour. Product: C(N)(=O)C1=C(C2=CC=CC=C2C=C1)C1=C(C=CC2=CC=CC=C12)P(=O)(C1=CC=CC=C1)C1=CC=CC=C1 ((+)-2-carbamoyl-2′-diphenylphosphinyl-1,1′-binaphthyl). Yield: 98.6%. Reaction SMILES: [C:1]([C:3]1[CH:12]=[CH:11][C:10]2[C:5](=[CH:6][CH:7]=[CH:8][CH:9]=2)[C:4]=1[C:13]1[C:22]2[C:17](=[CH:18][CH:19]=[CH:20][CH:21]=2)[CH:16]=[CH:15][C:14]=1[P:23]([C:31]1[CH:36]=[CH:35][CH:34]=[CH:33][CH:32]=1)([C:25]1[CH:30]=[CH:29][CH:28]=[CH:27][CH:26]=1)=[O:24])#[N:2].OO.C(=O)([O-])[O-:40].[K+].[K+]>CS(C)=O.O>[C:1]([C:3]1[CH:12]=[CH:11][C:10]2[C:5](=[CH:6][CH:7]=[CH:8][CH:9]=2)[C:4]=1[C:13]1[C:22]2[C:17](=[CH:18][CH:19]=[CH:20][CH:21]=2)[CH:16]=[CH:15][C:14]=1[P:23]([C:25]1[CH:26]=[CH:27][CH:28]=[CH:29][CH:30]=1)([C:31]1[CH:36]=[CH:35][CH:34]=[CH:33][CH:32]=1)=[O:24])(=[O:40])[NH2:2] |f:2.3.4|. Procedure: 9.99 g (20.8 mmol) of (+)-2-cyano-2′-diphenylphosphinyl-1,1′-binaphthyl (the formula (4a)), synthesized according to the known method (Tetrahedron 50, 4293, (1994)), was weighed and added into a four neck flask, which was equipped with a thermometer, a cooling tube and a dropping funnel with an equalizer. 100 ml of Dimethylsulfoxide was added into the flask. 50 ml of 30 percent aqueous solution of hydrogen peroxide was added at 0° C. followed by the addition of potassium carbonate (57.6 g) and s... Starting materials: OC=1C(=C(C2=C(C(C(O2)(C)C)C(=O)O)C1C)C)C (2,3-dihydro-5-hydroxy-2,2,4,6,7-pentamethyl-1-benzofuran-3-carboxylic acid), C(C)(=O)OC(C)=O (acetic anhydride), Cl (hydrochloric acid), O (Water). Solvent: N1=CC=CC=C1 (pyridine). Conditions: time 24 hour. Product: C(C)(=O)OC=1C(=C(C2=C(C(C(O2)(C)C)C(=O)O)C1C)C)C (5-ACETOXY-2,3-DIHYDRO-2,2,4,6,7-PENTAMETHYL-1-BENZOFURAN-3-CARBOXYLIC ACID). Isolated yield 81.0%. As a reaction SMILES: [OH:1][C:2]1[C:3]([CH3:18])=[C:4]([CH3:17])[C:5]2[O:9][C:8]([CH3:11])([CH3:10])[CH:7]([C:12]([OH:14])=[O:13])[C:6]=2[C:15]=1[CH3:16].[C:19](OC(=O)C)(=[O:21])[CH3:20].O.Cl>N1C=CC=CC=1>[C:19]([O:1][C:2]1[C:3]([CH3:18])=[C:4]([CH3:17])[C:5]2[O:9][C:8]([CH3:11])([CH3:10])[CH:7]([C:12]([OH:14])=[O:13])[C:6]=2[C:15]=1[CH3:16])(=[O:21])[CH3:20]. Reported procedure: To a solution of 25.03 g (0.1M) of 2,3-dihydro-5-hydroxy-2,2,4,6,7-pentamethyl-1-benzofuran-3-carboxylic acid (described in Example 1) in 200 ml of pyridine is added 100 ml of acetic anhydride and the mixture is stirred at room temperature for 24 hours. Water and ice is added and the mixture is stirred at about 30° C. for 30 minutes. More ice and 450 ml of 6N hydrochloric acid is added and the resulting solid is collected, washed with water, and taken up in ethyl acetate. The solution is washed ... The reactants are C(C)(C)(C)OC(=O)N1CCN(CC1)C1=NC(=NC=C1)C1=CC=2C(CCC(C2C=C1)(C)C)(C)C (4-[2-(5,5,8,8-tetramethyl-5,6,7,8-tetrahydronaphthalen-2-yl)pyrimidin-4-yl]piperazine-1-carboxylic acid tert-butyl ester), Cl (hydrochloride). Product: N1(CCNCC1)C1=NC(=NC=C1)C1=CC=2C(CCC(C2C=C1)(C)C)(C)C (4-piperazin-1-yl-2-(5,5,8,8-tetramethyl-5,6,7,8-tetrahydronaphthalen-2-yl)pyrimidine). RXN SMILES: C(OC([N:8]1[CH2:13][CH2:12][N:11]([C:14]2[CH:19]=[CH:18][N:17]=[C:16]([C:20]3[CH:29]=[CH:28][C:27]4[C:26]([CH3:31])([CH3:30])[CH2:25][CH2:24][C:23]([CH3:33])([CH3:32])[C:22]=4[CH:21]=3)[N:15]=2)[CH2:10][CH2:9]1)=O)(C)(C)C.Cl>>[N:11]1([C:14]2[CH:19]=[CH:18][N:17]=[C:16]([C:20]3[CH:29]=[CH:28][C:27]4[C:26]([CH3:31])([CH3:30])[CH2:25][CH2:24][C:23]([CH3:33])([CH3:32])[C:22]=4[CH:21]=3)[N:15]=2)[CH2:12][CH2:13][NH:8][CH2:9][CH2:10]1. Procedure details: The above compound is prepared analogously to FS201 starting from 4-[2-(5,5,8,8-tetramethyl-5,6,7,8-tetrahydronaphthalen-2-yl)pyrimidin-4-yl]piperazine-1-carboxylic acid tert-butyl ester. Product is the hydrochloride.